From a dataset of the Open Reaction Database (ORD), a public repository of structured organic reaction records. describe an organic reaction: reactants, conditions, products, and yield Starting materials: C(CCCCCCCCC#C)(=O)O (10-undecynoic acid), C(CCCCCCCCC=C)(=O)O (10-undecenoic acid), FC(CO)(F)F (2,2,2-trifluoroethanol), BrCCCCCCCCCCCCCC (1-bromotetradecane), C1(CCCCC1)N=C=NC1CCCCC1 (N,N′-dicyclohexylcarbodiimide), C(CCCCCCCCC#C)(=O)OCC(F)(F)F (2,2,2-Trifluoroethyl undec-10-ynoate), C(CCCCCCCCC=C)(=O)OCC(F)(F)F (2,2,2-trifluoroethyl undec-10-enoate). The reagents and catalysts are CN(C1=CC=NC=C1)C (4-dimethylaminopyridine). Run in CS(=O)C (dimethylsulfoxide). Yields the product FCCCCCCCCCC=C (11-Fluoroundec-1-ene). Reaction SMILES: Br[CH2:2][CH2:3][CH2:4][CH2:5][CH2:6][CH2:7][CH2:8][CH2:9][CH2:10][CH2:11][CH2:12]CCC.C(OCC(F)(F)[F:31])(=O)CCCCCCCCC#C.C(OCC(F)(F)F)(=O)CCCCCCCCC=C.C(O)(=O)CCCCCCCCC#C.C(O)(=O)CCCCCCCCC=C.FC(F)(F)CO.C1(N=C=NC2CCCCC2)CCCCC1>CS(C)=O.CN(C)C1C=CN=CC=1>[F:31][CH2:2][CH2:3][CH2:4][CH2:5][CH2:6][CH2:7][CH2:8][CH2:9][CH2:10][CH:11]=[CH2:12]. Procedure: Glassware used for surface modification was cleaned with organic solvents and etched overnight in basic detergent solution. Prior to use, it was rinsed with ultrapure water and dried at 120° C. 1-Hexadecene (98%, Sigma-Aldrich) was purified by column chromatography and vacuum distillation. 1-Hexadecyne was obtained by reacting 1-bromotetradecane with lithium acetylide ethylenediamine complex in dimethylsulfoxide. 11-Fluoroundec-1-ene was synthesized as described elsewhere.14 2,2,2-Trifluoroethyl... Reagents/catalysts: CN(C1=CC=NC=C1)C (4-(dimethylamino)pyridine). Reaction conditions: time 16 hour. Yield: 61.0%. Product: COC1=CC=C(C(=O)OCCCBr)C=C1 (3-Bromopropyl 4-methoxybenzoate). Run in ClCCl (dichloromethane), ClCCl (dichloromethane). Reaction SMILES: Cl.CN(C)CCCN=C=NCC.[CH3:13][O:14][C:15]1[CH:23]=[CH:22][C:18]([C:19]([OH:21])=[O:20])=[CH:17][CH:16]=1.[Br:24][CH2:25][CH2:26][CH2:27]O>CN(C)C1C=CN=CC=1.ClCCl>[CH3:13][O:14][C:15]1[CH:23]=[CH:22][C:18]([C:19]([O:21][CH2:27][CH2:26][CH2:25][Br:24])=[O:20])=[CH:17][CH:16]=1 |f:0.1|. Reported procedure: 1-(3-dimethylaminopropyl)-3-ethylcarbodiimide hydrochloride (EDAC) (3.4 g, 17.7 mmol) was slowly added to a solution of 4-methoxybenzoic acid (2.0 g, 13.1 mmol), 3-bromopropan-1-ol (1.1 mL, 12.6 mmol), and 4-(dimethylamino)pyridine (100 mg) in 80 mL of anhydrous dichloromethane. The mixture was stirred at room temperature for 16 hrs. The reaction mixture was diluted with dichloromethane and washed with 0.5N HCl twice, followed by the addition of saturated NaHCO3 solution and brine. The organic l... Starting materials: Cl.CN(CCCN=C=NCC)C (1-(3-dimethylaminopropyl)-3-ethylcarbodiimide hydrochloride), COC1=CC=C(C(=O)O)C=C1 (4-methoxybenzoic acid), BrCCCO (3-bromopropan-1-ol). Reactants: CN1CCCNC1=O, CC(C)(C)[O-], [Cl-], COc1cc([N+](=O)[O-])ccc1F, [K+], [Na+], CN(C)C=O, O. The product is COc1cc([N+](=O)[O-])ccc1N1CCCN(C)C1=O. RXN SMILES: [CH3:1][N:2]1[C:3](=[O:8])[NH:4][CH2:5][CH2:6][CH2:7]1.[CH3:9][C:10]([CH3:11])([O-:12])[CH3:13].[Cl-:28].[F:15][c:16]1[c:17]([O:25][CH3:26])[cH:18][c:19]([N+:22](=[O:23])[O-:24])[cH:20][cH:21]1.[K+:14].[Na+:27].[O:29]=[CH:30][N:31]([CH3:32])[CH3:33].[OH2:34]>>[CH3:1][N:2]1[C:3](=[O:8])[N:4]([c:16]2[c:17]([O:25][CH3:26])[cH:18][c:19]([N+:22](=[O:23])[O-:24])[cH:20][cH:21]2)[CH2:5][CH2:6][CH2:7]1. Reactants: O (water), CC(C)([O-])C.[Na+] (sodium t-butoxide), BrC1=CC=CC=C1 (bromobenzene), C12C(C3CC(CC(C1)C3)C2)N2NC(C2=O)(C)C (2-(adamantan-2-yl)-4,4-dimethyl-1,2-diazetidin-3-one). The reagents and catalysts are C(C)(=O)[O-].[Pd+2].C(C)(=O)[O-] (palladium acetate), C(C)(C)(C)P(C(C)(C)C)C(C)(C)C (tri-t-butylphosphine). The solvent is C1(=CC=CC=C1)C (toluene). Conditions: temperature 110 celsius, time 1 hour. Product: CC1(C(N(N1C1=CC=CC=C1)C1C2CC3CC(CC1C3)C2)=O)C (4,4-dimethyl-1-phenyl-2-(adamantan-2-yl)-1,2-diazetidin-3-one). Isolated yield 63.5%. RXN SMILES: [CH:1]12[CH2:10][CH:5]3[CH2:6][CH:7]([CH2:9][CH:3]([CH2:4]3)[CH:2]1[N:11]1[C:14](=[O:15])[C:13]([CH3:17])([CH3:16])[NH:12]1)[CH2:8]2.CC(C)([O-])C.[Na+].Br[C:25]1[CH:30]=[CH:29][CH:28]=[CH:27][CH:26]=1.O>C1(C)C=CC=CC=1.C([O-])(=O)C.[Pd+2].C([O-])(=O)C.C(P(C(C)(C)C)C(C)(C)C)(C)(C)C>[CH3:16][C:13]1([CH3:17])[N:12]([C:25]2[CH:30]=[CH:29][CH:28]=[CH:27][CH:26]=2)[N:11]([CH:2]2[CH:3]3[CH2:4][CH:5]4[CH2:6][CH:7]([CH2:8][CH:1]2[CH2:10]4)[CH2:9]3)[C:14]1=[O:15] |f:1.2,6.7.8|. Procedure: Under an argon atmosphere, a solution of 2-(adamantan-2-yl)-4,4-dimethyl-1,2-diazetidin-3-one (50.0 mg, 0.213 mmol) prepared in Process 3 of Example 12 in toluene (1 mL) was added with palladium acetate (II) (1.00 mg, 0.00445 mmol), tri-t-butylphosphine (0.700 mg, 0.00346 mmol), sodium t-butoxide (30.8 mg, 0.320 mmol) and bromobenzene (67.0 mg, 0.427 mmol) sequentially at room temperature, and the resultant was stirred under microwave irradiation at 110° C. for 1 hour. The reaction solution was ... The reactants are C(C)(C)(C)OC(=O)N1CC(CC1)N(C(C)C)CC1=CC=C(C=C1)Cl (3-[(4-chloro-benzyl)-isopropyl-amino]-pyrrolidine-1-carboxylic acid tert-butyl ester), FC(C(=O)O)(F)F (trifluoroacetic acid). Solvent: ClCCl (dichloromethane). Run at time 2 hour. Product: ClC1=CC=C(CN(C2CNCC2)C(C)C)C=C1 ((4-Chloro-benzyl)-isopropyl-pyrrolidin-3-yl-amine). RXN SMILES: C(OC([N:8]1[CH2:12][CH2:11][CH:10]([N:13]([CH2:17][C:18]2[CH:23]=[CH:22][C:21]([Cl:24])=[CH:20][CH:19]=2)[CH:14]([CH3:16])[CH3:15])[CH2:9]1)=O)(C)(C)C.FC(F)(F)C(O)=O>ClCCl>[Cl:24][C:21]1[CH:22]=[CH:23][C:18]([CH2:17][N:13]([CH:14]([CH3:15])[CH3:16])[CH:10]2[CH2:11][CH2:12][NH:8][CH2:9]2)=[CH:19][CH:20]=1. Procedure details: A solution of 3-[(4-chloro-benzyl)-isopropyl-amino]-pyrrolidine-1-carboxylic acid tert-butyl ester in dichloromethane cooled at 0° C. was treated with trifluoroacetic acid (20%) and warmed to room temperature and stirred for 2 hours. The reaction mixture was concentrated in vacuo, diluted with ethyl acetate and free based with 10% aqueous sodium bicarbonate. The combined organics were dried over sodium sulfate. The product was used without any further purification. ESI-MS m/z: 253 (M+1, UV reten... Reactants: O=C([O-])[O-], O=c1cc(OCc2ccccc2)ccn1-c1ccc2[nH]ncc2c1, CS(C)=O, FC1CCN(CCCl)C1, [Cs+], [Cs+], O. Yields the product O=c1cc(OCc2ccccc2)ccn1-c1ccc2c(cnn2CCN2CCC(F)C2)c1. As a reaction SMILES: [C:34](=[O:35])([O-:36])[O-:37].[CH2:1]([c:2]1[cH:3][cH:4][cH:5][cH:6][cH:7]1)[O:8][c:9]1[cH:10][c:11](=[O:24])[n:12](-[c:15]2[cH:16][c:17]3[cH:18][n:19][nH:20][c:21]3[cH:22][cH:23]2)[cH:13][cH:14]1.[CH3:40][S:41]([CH3:42])=[O:43].[Cl:25][CH2:26][CH2:27][N:28]1[CH2:29][CH:30]([F:33])[CH2:31][CH2:32]1.[Cs+:38].[Cs+:39].[OH2:44]>>[CH2:1]([c:2]1[cH:3][cH:4][cH:5][cH:6][cH:7]1)[O:8][c:9]1[cH:10][c:11](=[O:24])[n:12](-[c:15]2[cH:16][c:17]3[cH:18][n:19][n:20]([CH2:26][CH2:27][N:28]4[CH2:29][CH:30]([F:33])[CH2:31][CH2:32]4)[c:21]3[cH:22][cH:23]2)[cH:13][cH:14]1. Reactants: NC1=NC=2C=C(C=NC2C2=C1N=C(N2CC(C)(O)C)COCC)C=2C=NC=C(C2)CO[Si](C)(C)C(C)(C)C (1-{4-amino-7-[5-(tert-butyldimethylsilanyloxymethyl)pyridin-3-yl]-2-(ethoxymethyl)-1H-imidazo[4,5-c][1,5]naphthyridin-1-yl]-2-methylpropan-2-ol), O (water). The solvent is C(C)(=O)O (acetic acid), O1CCCC1 (tetrahydrofuran). Yields the product NC1=NC=2C=C(C=NC2C2=C1N=C(N2CC(C)(O)C)COCC)C=2C=NC=C(C2)CO (1-{4-amino-2-(ethoxymethyl)-7-[5-(hydroxymethyl)pyridin-3-yl]-1H-imidazo[4,5-c][1,5]naphthyridin-1-yl}-2-methylpropan-2-ol). Isolated yield 49.2%. As a reaction SMILES: [NH2:1][C:2]1[C:11]2[N:12]=[C:13]([CH2:20][O:21][CH2:22][CH3:23])[N:14]([CH2:15][C:16]([CH3:19])([OH:18])[CH3:17])[C:10]=2[C:9]2[N:8]=[CH:7][C:6]([C:24]3[CH:25]=[N:26][CH:27]=[C:28]([CH2:30][O:31][Si](C(C)(C)C)(C)C)[CH:29]=3)=[CH:5][C:4]=2[N:3]=1.O>C(O)(=O)C.O1CCCC1>[NH2:1][C:2]1[C:11]2[N:12]=[C:13]([CH2:20][O:21][CH2:22][CH3:23])[N:14]([CH2:15][C:16]([CH3:17])([OH:18])[CH3:19])[C:10]=2[C:9]2[N:8]=[CH:7][C:6]([C:24]3[CH:25]=[N:26][CH:27]=[C:28]([CH2:30][OH:31])[CH:29]=3)=[CH:5][C:4]=2[N:3]=1. Procedure: A solution of 1-{4-amino-7-[5-(tert-butyldimethylsilanyloxymethyl)pyridin-3-yl]-2-(ethoxymethyl)-1H-imidazo[4,5-c][1,5]naphthyridin-1-yl]-2-methylpropan-2-ol (1.37 g, 2.55 mmol) in acetic acid (10 mL), tetrahydrofuran (10 mL), and water (10 mL) was stirred at 60° C. for 18.5 hours and allowed to cool to room temperature. The solvent was removed under reduced pressure, and the residue was diluted with saturated aqueous sodium bicarbonate (30 mL). Dichloromethane was added, but an oil was present ...